describe an organic reaction: reactants, conditions, products, and yield From a dataset of the Open Reaction Database (ORD), a public repository of structured organic reaction records. RXN SMILES: [F:1][C:2]([F:35])([C:31]([F:34])([F:33])[F:32])[C:3]([F:30])([F:29])[C:4]([F:28])([F:27])[O:5][C:6]([F:26])([F:25])[C:7]([F:24])([F:23])[O:8][C:9]([F:22])([F:21])[CH2:10][O:11][CH2:12][C@@H:13]([F:20])[CH2:14][O:15][CH2:16][CH2:17][CH2:18]Cl.[CH2:36]([O:42][C:43]1[CH:44]=[N:45][C:46]([C:49]2[CH:54]=[CH:53][C:52]([OH:55])=[CH:51][CH:50]=2)=[N:47][CH:48]=1)[CH2:37][CH2:38][CH2:39][CH2:40][CH3:41]>>[CH2:36]([O:42][C:43]1[CH:48]=[N:47][C:46]([C:49]2[CH:50]=[CH:51][C:52]([O:55][CH2:18][CH2:17][CH2:16][O:15][CH2:14][C@H:13]([F:20])[CH2:12][O:11][CH2:10][C:9]([O:8][C:7]([F:24])([F:23])[C:6]([F:26])([F:25])[O:5][C:4]([F:28])([F:27])[C:3]([F:30])([F:29])[C:2]([F:35])([F:1])[C:31]([F:34])([F:33])[F:32])([F:22])[F:21])=[CH:53][CH:54]=2)=[N:45][CH:44]=1)[CH2:37][CH2:38][CH2:39][CH2:40][CH3:41]. Reported procedure: The title compound was prepared essentially as described in Example 8 of International Patent Publication No. WO 96/33251 by combining 3-(3-(2-(2-(nonafluorobutoxy)tetrafluoroethoxy)-2,2-difluoroethoxy)-(S)-2-fluoropropoxy)propyl chloride (3.0 g, 5.1 mmol) with 5-hexyloxy-2-(4-hydroxyphenyl)pyrimidine (1.4 g, 5.1 mmol). The resulting crude product was purified by Kugelrohr distillation (b.p. 170-80° C. at 0.01 torr). Reactants: FC(C(C(OC(C(OC(COC[C@H](COCCCCl)F)(F)F)(F)F)(F)F)(F)F)(F)F)(C(F)(F)F)F (3-(3-(2-(2-(nonafluorobutoxy)tetrafluoroethoxy)-2,2-difluoroethoxy)-(S)-2-fluoropropoxy)propyl chloride), C(CCCCC)OC=1C=NC(=NC1)C1=CC=C(C=C1)O (5-hexyloxy-2-(4-hydroxyphenyl)pyrimidine). The product is C(CCCCC)OC=1C=NC(=NC1)C1=CC=C(C=C1)OCCCOC[C@@H](COCC(F)(F)OC(C(OC(C(C(C(F)(F)F)(F)F)(F)F)(F)F)(F)F)(F)F)F (5-Hexyloxy-2-[4-(3-(3-(2-(2-(nonafluorobutoxy)tetrafluoroethoxy)-2,2-difluoroethoxy)-(S)-2-fluoropropoxy)propoxy)phenyl]pyrimidine). Reactants: NC1=NC(=C(C(=N1)C=1OC=CC1)C#N)S(=O)C (2-amino-4-furan-2-yl-6-methanesulfinyl-pyrimidine-5-carbonitrile), Cl.Cl.CC=1C(=NC=C(C1)C)CN (C-(3,5-dimethyl-pyridin-2-yl)-methylamine dihydrochloride), C1CCC2=NCCCN2CC1 (DBU). The solvent is COCCOC (DME). Yields the product NC1=NC(=C(C(=N1)NCC1=NC=C(C=C1C)C)C#N)C=1OC=CC1 (2-Amino-4-[(3,5-dimethyl-pyridin-2-ylmethyl)-amino]-6-furan-2-yl-pyrimidine-5-carbonitrile). As a reaction SMILES: [NH2:1][C:2]1[N:7]=[C:6]([C:8]2[O:9][CH:10]=[CH:11][CH:12]=2)[C:5]([C:13]#[N:14])=[C:4](S(C)=O)[N:3]=1.Cl.Cl.[CH3:20][C:21]1[C:22]([CH2:28][NH2:29])=[N:23][CH:24]=[C:25]([CH3:27])[CH:26]=1.C1CCN2C(=NCCC2)CC1>COCCOC>[NH2:1][C:2]1[N:3]=[C:4]([NH:29][CH2:28][C:22]2[C:21]([CH3:20])=[CH:26][C:25]([CH3:27])=[CH:24][N:23]=2)[C:5]([C:13]#[N:14])=[C:6]([C:8]2[O:9][CH:10]=[CH:11][CH:12]=2)[N:7]=1 |f:1.2.3|. Procedure: From 2-amino-4-furan-2-yl-6-methanesulfinyl-pyrimidine-5-carbonitrile, C-(3,5-dimethyl-pyridin-2-yl)-methylamine dihydrochloride and DBU in DME. ES-MS m/e (%): 321 (M+H+, 100). Starting materials: CNC(Cl)=Nc1ccccc1, ClC(Cl)Cl, Cl, [Na+], [OH-]. Yields the product CN=C=Nc1ccccc1. As a reaction SMILES: [CH3:2][NH:3][C:4](=[N:5][c:6]1[cH:7][cH:8][cH:9][cH:10][cH:11]1)[Cl:12].[CH:15]([Cl:16])([Cl:17])[Cl:18].[ClH:1].[Na+:14].[OH-:13]>>[CH3:2][N:3]=[C:4]=[N:5][c:6]1[cH:7][cH:8][cH:9][cH:10][cH:11]1. The reactants are CN(C)C=O, Fc1ccc(C2=NOC(COc3ccon3)C2)cc1F, [H-], [Na+], c1c[nH]cn1. Product: Fc1cc(C2=NOC(COc3ccon3)C2)ccc1-n1ccnc1. RXN SMILES: [CH3:28][N:29]([CH3:30])[CH:31]=[O:32].[F:8][c:9]1[cH:10][c:11]([C:16]2=[N:17][O:18][CH:19]([CH2:21][O:22][c:23]3[n:24][o:25][cH:26][cH:27]3)[CH2:20]2)[cH:12][cH:13][c:14]1[F:15].[H-:1].[Na+:2].[nH:3]1[cH:4][n:5][cH:6][cH:7]1>>[n:3]1(-[c:14]2[c:9]([F:8])[cH:10][c:11]([C:16]3=[N:17][O:18][CH:19]([CH2:21][O:22][c:23]4[n:24][o:25][cH:26][cH:27]4)[CH2:20]3)[cH:12][cH:13]2)[cH:4][n:5][cH:6][cH:7]1. Starting materials: CC(C)OC1=C(C=C2C(=C(C(=NC2=C1)C1=CC(=CC=C1)C(F)(F)F)CN1CCC(CC1)N1CCOCC1)C(=O)O)S(=O)(=O)C (7-[(1-methylethyl)oxy]-6-(methylsulfonyl)-3-{[4-(4-morpholinyl)-1-piperidinyl]methyl}-2-[3-(trifluoromethyl)phenyl]-4-quinolinecarboxylic acid), FC([C@H](N)C1=CC=CC=C1)(F)F ((1R)-2,2,2-trifluoro-1-phenylethanamine), C(C)(C)N(C(C)C)CC (N,N-diisopropylethylamine), C(CC)P1(OP(OP(O1)(CCC)=O)(CCC)=O)=O (2,4,6-tripropyl-1,3,5,2,4,6-trioxatriphosphorinane 2,4,6-trioxide), solution. The solvent is C(=O)(O)[O-].[Na+] (NaHCO3), C(C)(=O)OCC (ethyl acetate), ClCCl (dichloromethane). Product: CC(C)OC1=C(C=C2C(=C(C(=NC2=C1)C1=CC(=CC=C1)C(F)(F)F)CN1CCC(CC1)N1CCOCC1)C(=O)N[C@@H](C(F)(F)F)C1=CC=CC=C1)S(=O)(=O)C (7-[(1-methylethyl)oxy]-6-(methylsulfonyl)-3-{[4-(4-morpholinyl)-1-piperidinyl]methyl}-2-[3-(trifluoromethyl)phenyl]-N-[(1R)-2,2,2-trifluoro-1-phenylethyl]-4-quinolinecarboxamide). The yield is 54.9%. As a reaction SMILES: [CH3:1][CH:2]([O:4][C:5]1[CH:14]=[C:13]2[C:8]([C:9]([C:38]([OH:40])=O)=[C:10]([CH2:25][N:26]3[CH2:31][CH2:30][CH:29]([N:32]4[CH2:37][CH2:36][O:35][CH2:34][CH2:33]4)[CH2:28][CH2:27]3)[C:11]([C:15]3[CH:20]=[CH:19][CH:18]=[C:17]([C:21]([F:24])([F:23])[F:22])[CH:16]=3)=[N:12]2)=[CH:7][C:6]=1[S:41]([CH3:44])(=[O:43])=[O:42])[CH3:3].[F:45][C:46]([F:56])([F:55])[C@@H:47]([C:49]1[CH:54]=[CH:53][CH:52]=[CH:51][CH:50]=1)[NH2:48].C(N(CC)C(C)C)(C)C.C(P1(=O)OP(=O)(CCC)OP(=O)(CCC)O1)CC>C(OCC)(=O)C.ClCCl.C([O-])(O)=O.[Na+]>[CH3:3][CH:2]([O:4][C:5]1[CH:14]=[C:13]2[C:8]([C:9]([C:38]([NH:48][C@H:47]([C:49]3[CH:54]=[CH:53][CH:52]=[CH:51][CH:50]=3)[C:46]([F:45])([F:55])[F:56])=[O:40])=[C:10]([CH2:25][N:26]3[CH2:27][CH2:28][CH:29]([N:32]4[CH2:37][CH2:36][O:35][CH2:34][CH2:33]4)[CH2:30][CH2:31]3)[C:11]([C:15]3[CH:20]=[CH:19][CH:18]=[C:17]([C:21]([F:24])([F:23])[F:22])[CH:16]=3)=[N:12]2)=[CH:7][C:6]=1[S:41]([CH3:44])(=[O:42])=[O:43])[CH3:1] |f:6.7|. Procedure details: A solution of 7-[(1-methylethyl)oxy]-6-(methylsulfonyl)-3-{[4-(4-morpholinyl)-1-piperidinyl]methyl}-2-[3-(trifluoromethyl)phenyl]-4-quinolinecarboxylic acid (0.200 mg, 0.315 mmol), (1R)-2,2,2-trifluoro-1-phenylethanamine (0.072 g, 0.409 mmol), N,N-diisopropylethylamine (10.99 μL, 0.063 mmol), and 2,4,6-tripropyl-1,3,5,2,4,6-trioxatriphosphorinane 2,4,6-trioxide (0.262 mL of a 50% solution in ethyl acetate, 0.440 mmol) in dichloromethane (2 mL) was stirred at 0° C. for 2 h. The solution was warme...